From a dataset of the Open Reaction Database (ORD), a public repository of structured organic reaction records. describe an organic reaction: reactants, conditions, products, and yield Reactants: FC1(C[C@@H](C[C@H]1O)[C@](C(=O)O)(C1=CC=CC=C1)O)F ((2R)-2-((1R,4R)-3,3-difluoro-4-hydroxycyclopentyl)-2-hydroxy-2-phenylacetic acid), C(C)(C)(C)OC(=O)N1CCC(CC1)CO (N-t-butoxycarbonyl-4-piperidine-methanol). The product is FC1(C[C@@H](C[C@H]1O)[C@](C(=O)OCC1CCNCC1)(C1=CC=CC=C1)O)F (Piperidin-4-ylmethyl (2R)-2-((1R,4R)-3,3-difluoro-4-hydroxycyclopentyl)-2-hydroxy-2-phenylethanoate). As a reaction SMILES: [F:1][C:2]1([F:19])[C@H:6]([OH:7])[CH2:5][C@@H:4]([C@@:8]([OH:18])([C:12]2[CH:17]=[CH:16][CH:15]=[CH:14][CH:13]=2)[C:9]([OH:11])=[O:10])[CH2:3]1.C(OC([N:27]1[CH2:32][CH2:31][CH:30]([CH2:33]O)[CH2:29][CH2:28]1)=O)(C)(C)C>>[F:1][C:2]1([F:19])[C@H:6]([OH:7])[CH2:5][C@@H:4]([C@@:8]([OH:18])([C:12]2[CH:17]=[CH:16][CH:15]=[CH:14][CH:13]=2)[C:9]([O:11][CH2:33][CH:30]2[CH2:31][CH2:32][NH:27][CH2:28][CH2:29]2)=[O:10])[CH2:3]1. Procedure: Using (2R)-2-((1R,4R)-3,3-difluoro-4-hydroxycyclopentyl)-2-hydroxy-2-phenylacetic acid and N-t-butoxycarbonyl-4-piperidine-methanol, the title compound was prepared by a method similar to steps 2 and 3 of Referential Example 12.